Dataset: the Open Reaction Database (ORD), a public repository of structured organic reaction records. Task: describe an organic reaction: reactants, conditions, products, and yield Starting materials: O=C(C=1C=CC=C(F)C1)N(CC)CC. Reagents/catalysts: O1B(OC(C)(C)C1(C)C)B2OC(C)(C)C(O2)(C)C, N=1C=CC(=CC1C=2N=CC=C(C2)C(C)(C)C)C(C)(C)C, C[OH2+].C[OH2+].C1CC=CCCC=C1.C1CC=CCCC=C1.[Ir].[Ir]. Solvent: O1CCCC1. Conditions: temperature 50 celsius, time 24 hour. Yields the product O=C(C1=CC=C(B2OC(C)(C)C(O2)(C)C)C(F)=C1)N(CC)CC. The yield is 94.0%. Reactants: C1CNCCN1, N#Cc1ccc(-n2cc(C(=O)O)c(=O)c3cc(F)c(Cl)cc32)cc1. The product is Cl, N#Cc1ccc(-n2cc(C(=O)O)c(=O)c3cc(F)c(N4CCNCC4)cc32)cc1. RXN SMILES: [CH2:25]1[CH2:26][NH:27][CH2:28][CH2:29][NH:30]1.[Cl:1][c:2]1[c:3]([F:24])[cH:4][c:5]2[c:6](=[O:23])[c:7]([C:20](=[O:21])[OH:22])[cH:8][n:9](-[c:12]3[cH:13][cH:14][c:15]([C:18]#[N:19])[cH:16][cH:17]3)[c:10]2[cH:11]1>>[ClH:1].[c:2]1([N:27]2[CH2:26][CH2:25][NH:30][CH2:29][CH2:28]2)[c:3]([F:24])[cH:4][c:5]2[c:6](=[O:23])[c:7]([C:20](=[O:21])[OH:22])[cH:8][n:9](-[c:12]3[cH:13][cH:14][c:15]([C:18]#[N:19])[cH:16][cH:17]3)[c:10]2[cH:11]1.